From a dataset of the Open Reaction Database (ORD), a public repository of structured organic reaction records. describe an organic reaction: reactants, conditions, products, and yield Reactants: CSC=1S\C(\C(N1)=O)=C/C=1C=C2C=CC=NC2=CC1 (2-methylsulfanyl-5-[1-quinolin-6-yl-meth-(Z)-ylidene]-thiazol-4-one), CN (methylamine). The solvent is CCN(C(C)C)C(C)C (DIEA), C1CCOC1 (THF). Product: CNC=1S\C(\C(N1)=O)=C/C=1C=C2C=CC=NC2=CC1 (2-methylamino-5-[1-quinolin-6-yl-meth-(Z)-ylidene]-thiazol-4-one). Reaction SMILES: CS[C:3]1[S:4]/[C:5](=[CH:9]\[C:10]2[CH:11]=[C:12]3[C:17](=[CH:18][CH:19]=2)[N:16]=[CH:15][CH:14]=[CH:13]3)/[C:6](=[O:8])[N:7]=1.[CH3:20][NH2:21]>C1COCC1.CCN(C(C)C)C(C)C>[CH3:20][NH:21][C:3]1[S:4]/[C:5](=[CH:9]\[C:10]2[CH:11]=[C:12]3[C:17](=[CH:18][CH:19]=2)[N:16]=[CH:15][CH:14]=[CH:13]3)/[C:6](=[O:8])[N:7]=1. Reported procedure: Similar procedure as described in example 1b was used, starting from 2-methylsulfanyl-5-[1-quinolin-6-yl-meth-(Z)-ylidene]-thiazol-4-one, 2N methylamine in THF and DIEA to give 2-methylamino-5-[1-quinolin-6-yl-meth-(Z)-ylidene]-thiazol-4-one. LC-MS m/e 270 (MH+). Starting materials: OC(=O)C(F)(F)F.N1CC(C1)NC(CNC1=NN(C2=CC=C(C=C12)C(C(F)(F)F)(OC)F)C)=O (N-azetidin-3-yl-2-[1-methyl-5-(1,2,2,2-tetrafluoro-1-methoxy-ethyl)-1H-indazol-3-ylamino]-acetamide TFA salt), OC1(CCC(CC1)=O)C=1C=NC(=CC1)OC (4-hydroxy-4-(6-methoxy-pyridin-3-yl)-cyclohexanone). The product is OC1(CCC(CC1)N1CC(C1)NC(CNC1=NN(C2=CC=C(C=C12)C(C(F)(F)F)(OC)F)C)=O)C=1C=NC(=CC1)OC (N-{1-[4-Hydroxy-4-(6-methoxy-pyridin-3-yl)-cyclohexyl]-azetidin-3-yl}-2-[1-methyl-5-(1,2,2,2-tetrafluoro-1-methoxy-ethyl)-1H-indazol-3-ylamino]-acetamide). RXN SMILES: OC(C(F)(F)F)=O.[NH:8]1[CH2:11][CH:10]([NH:12][C:13](=[O:34])[CH2:14][NH:15][C:16]2[C:24]3[C:19](=[CH:20][CH:21]=[C:22]([C:25]([F:32])([O:30][CH3:31])[C:26]([F:29])([F:28])[F:27])[CH:23]=3)[N:18]([CH3:33])[N:17]=2)[CH2:9]1.[OH:35][C:36]1([C:43]2[CH:44]=[N:45][C:46]([O:49][CH3:50])=[CH:47][CH:48]=2)[CH2:41][CH2:40][C:39](=O)[CH2:38][CH2:37]1>>[OH:35][C:36]1([C:43]2[CH:44]=[N:45][C:46]([O:49][CH3:50])=[CH:47][CH:48]=2)[CH2:37][CH2:38][CH:39]([N:8]2[CH2:9][CH:10]([NH:12][C:13](=[O:34])[CH2:14][NH:15][C:16]3[C:24]4[C:19](=[CH:20][CH:21]=[C:22]([C:25]([F:32])([O:30][CH3:31])[C:26]([F:29])([F:27])[F:28])[CH:23]=4)[N:18]([CH3:33])[N:17]=3)[CH2:11]2)[CH2:40][CH2:41]1 |f:0.1|. Reported procedure: The title compound was prepared as a white solid from reaction of N-azetidin-3-yl-2-[1-methyl-5-(1,2,2,2-tetrafluoro-1-methoxy-ethyl)-1H-indazol-3-ylamino]-acetamide TFA salt and 4-hydroxy-4-(6-methoxy-pyridin-3-yl)-cyclohexanone using the procedure described in Step E of Example 1. The product is CCCn1c(C)nn(-c2ccc(N)cc2)c1=O. Reaction SMILES: [CH3:1][c:2]1[n:3]([CH2:17][CH2:18][CH3:19])[c:4](=[O:16])[n:5](-[c:7]2[cH:8][cH:9][c:10]([N+:13]([O-:14])=[O:15])[cH:11][cH:12]2)[n:6]1.[CH3:22][OH:23].[H:20][H:21]>>[CH3:1][c:2]1[n:3]([CH2:17][CH2:18][CH3:19])[c:4](=[O:16])[n:5](-[c:7]2[cH:8][cH:9][c:10]([NH2:13])[cH:11][cH:12]2)[n:6]1. The reactants are CCCn1c(C)nn(-c2ccc([N+](=O)[O-])cc2)c1=O, CO, [H][H]. Reactants: C[Si](C)(C)I (trimethylsilyl iodide), CN1CC2=C(CC(C1=O)NC(OC)=O)C=CC=C2 (methyl (2-methyl-3-oxo-2,3,4,5-tetrahydro-1H-2-benzazepin-4-yl)carbamate), C(C)(=O)OCC (ethyl acetate). Solvent: ClCCl (dichloromethane). Product: NC1C(N(CC2=C(C1)C=CC=C2)C)=O (4-amino-2-methyl-1,2,4,5-tetrahydro-2-benzazepin-3-one). Yield: 56.5%. RXN SMILES: C[Si](I)(C)C.[CH3:6][N:7]1[C:13](=[O:14])[CH:12]([NH:15]C(=O)OC)[CH2:11][C:10]2[CH:20]=[CH:21][CH:22]=[CH:23][C:9]=2[CH2:8]1.C(OCC)(=O)C>ClCCl>[NH2:15][CH:12]1[CH2:11][C:10]2[CH:20]=[CH:21][CH:22]=[CH:23][C:9]=2[CH2:8][N:7]([CH3:6])[C:13]1=[O:14]. Reported procedure: 0.6 ml of trimethylsilyl iodide is added to a solution of 203 mg (0.93 mmol) of product 2 in 10 ml of dichloromethane, and the mixture is then refluxed for 3 hours. After cooling to room temperature and adding 50 ml of ethyl acetate, the organic phase is extracted with 2×25 ml of 1N hydrochloric acid solution. The aqueous phases are combined, cooled and then basified by addition of 5N sodium hydroxide. The basic aqueous phases are then saturated with NaCl, and then extracted with 3×25 ml of ethy... Starting materials: C(C)(C)(C)C1=CC=C2C(N(C=NC2=C1)C1=C(C(=CC=C1)C1=NN(C(C(=C1)NC1=NC=C(C=C1)C(=O)N1CCOCC1)=O)C)C)=O (7-tert-Butyl-3-(2-methyl-3-{1-methyl-5-[5-(morpholine-4-carbonyl)-pyridin-2-ylamino]-6-oxo-1,6-dihydro-pyridazin-3-yl}-phenyl)-3H-quinazolin-4-one), C(#N)[BH3-].[Na+] (sodium cyanoborohydride). The reagents and catalysts are Cl (hydrochloric acid). Run in CO (methanol), CO (methanol). Conditions: time 45 minute. The product is C(C)(C)(C)C1=CC=C2C(N(CNC2=C1)C1=C(C(=CC=C1)C1=NN(C(C(=C1)NC1=NC=C(C=C1)C(=O)N1CCOCC1)=O)C)C)=O (7-tert-Butyl-3-(2-methyl-3-{1-methyl-5-[5-(morpholine-4-carbonyl)-pyridin-2-ylamino]-6-oxo-1,6-dihydro-pyridazin-3-yl}-phenyl)-2,3-dihydro-1H-quinazolin-4-one). Isolated yield 61.1%. Reaction SMILES: [C:1]([C:5]1[CH:14]=[C:13]2[C:8]([C:9](=[O:45])[N:10]([C:15]3[CH:20]=[CH:19][CH:18]=[C:17]([C:21]4[CH:26]=[C:25]([NH:27][C:28]5[CH:33]=[CH:32][C:31]([C:34]([N:36]6[CH2:41][CH2:40][O:39][CH2:38][CH2:37]6)=[O:35])=[CH:30][N:29]=5)[C:24](=[O:42])[N:23]([CH3:43])[N:22]=4)[C:16]=3[CH3:44])[CH:11]=[N:12]2)=[CH:7][CH:6]=1)([CH3:4])([CH3:3])[CH3:2].C([BH3-])#N.[Na+]>CO.Cl>[C:1]([C:5]1[CH:14]=[C:13]2[C:8]([C:9](=[O:45])[N:10]([C:15]3[CH:20]=[CH:19][CH:18]=[C:17]([C:21]4[CH:26]=[C:25]([NH:27][C:28]5[CH:33]=[CH:32][C:31]([C:34]([N:36]6[CH2:41][CH2:40][O:39][CH2:38][CH2:37]6)=[O:35])=[CH:30][N:29]=5)[C:24](=[O:42])[N:23]([CH3:43])[N:22]=4)[C:16]=3[CH3:44])[CH2:11][NH:12]2)=[CH:7][CH:6]=1)([CH3:4])([CH3:3])[CH3:2] |f:1.2|. Reported procedure: To a mixture of 7-tert-Butyl-3-(2-methyl-3-{1-methyl-5-[5-(morpholine-4-carbonyl)-pyridin-2-ylamino]-6-oxo-1,6-dihydro-pyridazin-3-yl}-phenyl)-3H-quinazolin-4-one (11 mg, 0.018 mmol) and sodium cyanoborohydride (1.3 mg, 0.019 mmol) in 1 mL methanol was added 1 drop of 2M hydrochloric acid in methanol to bring the pH to 3. After stirring for 45 minutes, the resulting mixture was partitioned between ethylacetate and dilute aqueous NaHCO3. The ethylacetate layer was washed with brine, dried over an... Product: C(C)C1(CSC2=CC(=CC=C2C1CCCCCCCCCC(C(=O)O)CCCC(C(F)(F)F)(F)F)O)C1=CC=C(C=C1)O (11-[(3RS,4RS)-3-ethyl-7-hydroxy-3-(4-hydroxyphenyl)thiochroman-4-yl]-2-(4,4,5,5,5-pentafluoropentyl)undecanoic acid). The reactants are C(C)C1(CSC2=CC(=CC=C2C1CCCCCCCCC(C(=O)O)CCCCCCC(C(F)(F)F)(F)F)O)C1=CC=C(C=C1)O (10-[(3RS,4RS)-3-ethyl-7-hydroxy-3-(4-hydroxyphenyl)thiochroman-4-yl]-2-(7,7,8,8,8-pentafluoro-octyl)decanoic acid), FC(CCCC(C(=O)OCC)CCCCCCC=C)(C(F)(F)F)F (ethyl 2-(4,4,5,5,5-pentafluoropentyl)-9-decenoate). Reported procedure: Starting with the allyl compound prepared in Example 13 and the ethyl 2-(4,4,5,5,5-pentafluoropentyl)-9-decenoate prepared in Example 6, the same procedure as shown in Example 13 was repeated to give 11-[(3RS,4RS)-3-ethyl-7-hydroxy-3-(4-hydroxyphenyl)thiochroman-4-yl]-2-(4,4,5,5,5-pentafluoropentyl)undecanoic acid. As a reaction SMILES: [CH2:1]([C:3]1([C:39]2[CH:44]=[CH:43][C:42]([OH:45])=[CH:41][CH:40]=2)[CH:12]([CH2:13][CH2:14][CH2:15][CH2:16][CH2:17]CCCC(CCCCCCC(F)(F)C(F)(F)F)C(O)=O)[C:11]2[C:6](=[CH:7][C:8]([OH:38])=[CH:9][CH:10]=2)[S:5][CH2:4]1)[CH3:2].[F:46][C:47]([F:69])([C:65]([F:68])([F:67])[F:66])[CH2:48][CH2:49][CH2:50][CH:51]([CH2:57][CH2:58][CH2:59][CH2:60]CCC=C)[C:52]([O:54]CC)=[O:53]>>[CH2:1]([C:3]1([C:39]2[CH:44]=[CH:43][C:42]([OH:45])=[CH:41][CH:40]=2)[CH:12]([CH2:13][CH2:14][CH2:15][CH2:16][CH2:17][CH2:60][CH2:59][CH2:58][CH2:57][CH:51]([CH2:50][CH2:49][CH2:48][C:47]([F:46])([F:69])[C:65]([F:66])([F:68])[F:67])[C:52]([OH:54])=[O:53])[C:11]2[C:6](=[CH:7][C:8]([OH:38])=[CH:9][CH:10]=2)[S:5][CH2:4]1)[CH3:2]. Reactants: C(C1=CC=CC=C1)=O (Benzaldehyde), NC1=CC=CC=C1 (aniline). Solvent: C(C)O (ethanol). Reaction conditions: time 15 minute. Product: C(C1=CC=CC=C1)=NC1=CC=CC=C1 (N-benzylideneaniline). RXN SMILES: [CH:1](=O)[C:2]1[CH:7]=[CH:6][CH:5]=[CH:4][CH:3]=1.[NH2:9][C:10]1[CH:15]=[CH:14][CH:13]=[CH:12][CH:11]=1>C(O)C>[CH:1](=[N:9][C:10]1[CH:15]=[CH:14][CH:13]=[CH:12][CH:11]=1)[C:2]1[CH:7]=[CH:6][CH:5]=[CH:4][CH:3]=1. Procedure details: Benzaldehyde (0.20 mole) was treated with aniline (0.20 mole) with vigorous stirring in a 1 liter Erlenmeyer Flask. After 15 mins., 33 cc of 95% ethanol was added and the reaction mixture was stirred vigorously for an additional 5 minutes. The reaction mixture was left standing at room temperature for 10 min.; then it was placed in an ice-bath for 0.5 hours. The crystals which formed were collected, washed with 95% ethanol, and air-dried. Recrystallization from 85% ethanol gave N-benzylideneanil...